Dataset: the Open Reaction Database (ORD), a public repository of structured organic reaction records. Task: describe an organic reaction: reactants, conditions, products, and yield Reactants: N1(CCOCC1)C=1C2=C(N=C(N1)[Sn](CCCC)(CCCC)CCCC)C=C(S2)CN2CCN(CC2)C(C(=O)N)(C)C (2-[4-(4-morpholin-4-yl-2-(tributylstannanyl)thieno[3,2-d]pyrimidin-6-ylmethyl)piperazin-1-yl]isobutyramide), BrC=1C=2N(C=CC1)C=NC2 (8-bromoimidazo[1,5-a]pyridine). The reagents and catalysts are C=1C=CC(=CC1)[P](C=2C=CC=CC2)(C=3C=CC=CC3)[Pd]([P](C=4C=CC=CC4)(C=5C=CC=CC5)C=6C=CC=CC6)([P](C=7C=CC=CC7)(C=8C=CC=CC8)C=9C=CC=CC9)[P](C=1C=CC=CC1)(C=1C=CC=CC1)C=1C=CC=CC1 (Pd(PPh3)4), S1C(=CC=C1)C(=O)[O-].[Cu+] (copper(I) thiophene-2-carboxylate). Solvent: O1CCOCC1 (dioxane). Run at temperature 150 celsius. The product is C=1N=CN2C1C(=CC=C2)C=2N=C(C1=C(N2)C=C(S1)CN1CCN(CC1)C(C(=O)N)(C)C)N1CCOCC1 (2-(4-((2-(imidazo[1,5-a]pyridin-8-yl)-4-morpholinothieno[3,2-d]pyrimidin-6-yl)methyl)piperazin-1-yl)-2-methylpropanamide). Yield: 72.8%. As a reaction SMILES: [N:1]1([C:7]2[C:8]3[S:28][C:27]([CH2:29][N:30]4[CH2:35][CH2:34][N:33]([C:36]([CH3:41])([CH3:40])[C:37]([NH2:39])=[O:38])[CH2:32][CH2:31]4)=[CH:26][C:9]=3[N:10]=[C:11]([Sn](CCCC)(CCCC)CCCC)[N:12]=2)[CH2:6][CH2:5][O:4][CH2:3][CH2:2]1.Br[C:43]1[C:44]2[N:45]([CH:49]=[N:50][CH:51]=2)[CH:46]=[CH:47][CH:48]=1>O1CCOCC1.C1C=CC([P]([Pd]([P](C2C=CC=CC=2)(C2C=CC=CC=2)C2C=CC=CC=2)([P](C2C=CC=CC=2)(C2C=CC=CC=2)C2C=CC=CC=2)[P](C2C=CC=CC=2)(C2C=CC=CC=2)C2C=CC=CC=2)(C2C=CC=CC=2)C2C=CC=CC=2)=CC=1.S1C=CC=C1C([O-])=O.[Cu+]>[CH:51]1[N:50]=[CH:49][N:45]2[CH:46]=[CH:47][CH:48]=[C:43]([C:11]3[N:12]=[C:7]([N:1]4[CH2:6][CH2:5][O:4][CH2:3][CH2:2]4)[C:8]4[S:28][C:27]([CH2:29][N:30]5[CH2:35][CH2:34][N:33]([C:36]([CH3:40])([CH3:41])[C:37]([NH2:39])=[O:38])[CH2:32][CH2:31]5)=[CH:26][C:9]=4[N:10]=3)[C:44]=12 |f:4.5,^1:61,63,82,101|. Reported procedure: A mixture of 2-[4-(4-morpholin-4-yl-2-(tributylstannanyl)thieno[3,2-d]pyrimidin-6-ylmethyl)piperazin-1-yl]isobutyramide (132 mg, 0.19 mmol), 8-bromoimidazo[1,5-a]pyridine (45 mg, 0.23 mmol), Pd(PPh3)4 (22 mg, 0.02 mmol) and copper(I) thiophene-2-carboxylate (7 mg, 0.04 mmol) in dioxane (2 mL) was purged with argon gas then heated at 150° C., for 20 min, in a microwave reactor. The reaction mixture was loaded onto an Isolute® SCX-2 cartridge (10 g). The cartridge was washed with MeOH then the des...